From a dataset of the Open Reaction Database (ORD), a public repository of structured organic reaction records. describe an organic reaction: reactants, conditions, products, and yield The reactants are C(O)([O-])=O.[Na+] (sodium hydrogen carbonate), COC=1C=C2C(=CC=NC2=CC1OC)OC1=CC=C(C=C1)N (6,7-Dimethoxy-4-(4-aminophenoxy)quinoline), NC=1C=C(C(=O)OCC)C=CC1 (Ethyl 3-aminobenzoate), ClC(Cl)(OC(OC(Cl)(Cl)Cl)=O)Cl (triphosgene). Run in C1(=CC=CC=C1)C (toluene), C(C)N(CC)CC (triethylamine). The product is C(C)OC(=O)C=1C=C(C=CC1)NC(=O)NC1=CC=C(C=C1)OC1=CC=NC2=CC(=C(C=C12)OC)OC (N-(3-Ethoxycarbonylphenyl)-N'-{4-[(6,7-dimethoxy-4-quinolyl)oxy]phenyl}urea). Yield: 100.0%. RXN SMILES: [CH3:1][O:2][C:3]1[CH:4]=[C:5]2[C:10](=[CH:11][C:12]=1[O:13][CH3:14])[N:9]=[CH:8][CH:7]=[C:6]2[O:15][C:16]1[CH:21]=[CH:20][C:19]([NH2:22])=[CH:18][CH:17]=1.Cl[C:24](Cl)([O:26]C(=O)OC(Cl)(Cl)Cl)Cl.[NH2:35][C:36]1[CH:37]=[C:38]([CH:44]=[CH:45][CH:46]=1)[C:39]([O:41][CH2:42][CH3:43])=[O:40].C(=O)([O-])O.[Na+]>C1(C)C=CC=CC=1.C(N(CC)CC)C>[CH2:42]([O:41][C:39]([C:38]1[CH:37]=[C:36]([NH:35][C:24]([NH:22][C:19]2[CH:18]=[CH:17][C:16]([O:15][C:6]3[C:5]4[C:10](=[CH:11][C:12]([O:13][CH3:14])=[C:3]([O:2][CH3:1])[CH:4]=4)[N:9]=[CH:8][CH:7]=3)=[CH:21][CH:20]=2)=[O:26])[CH:46]=[CH:45][CH:44]=1)=[O:40])[CH3:43] |f:3.4|. Reported procedure: 6,7-Dimethoxy-4-(4-aminophenoxy)quinoline (131 mg) was dissolved in toluene (10 ml) with heat, after the addition of triethylamine (2 ml), triphosgene (213 mg) was added, and the admixture was refluxed with heat for 2 minutes. Ethyl 3-aminobenzoate (0.1 ml) was added to the reaction mixture, and the admixture was refluxed with heat for 7 minutes. After the addition of aqueous sodium hydrogen carbonate, the reaction mixture was extracted 2 times with ethyl acetate, and the organic layer was then ... Reaction SMILES: [NH2:1][C:2]1[S:3][CH:4]=[C:5]([C:9]2[CH:14]=[CH:13][CH:12]=[C:11]([O:15][CH3:16])[CH:10]=2)[C:6]=1[C:7]#[N:8].[C:17]([O:23][CH2:24][CH3:25])(=[O:22])[CH2:18][C:19]([CH3:21])=O.Cl[Sn](Cl)(Cl)Cl>C1(C)C=CC=CC=1>[NH2:8][C:7]1[C:18]([C:17]([O:23][CH2:24][CH3:25])=[O:22])=[C:19]([CH3:21])[N:1]=[C:2]2[S:3][CH:4]=[C:5]([C:9]3[CH:14]=[CH:13][CH:12]=[C:11]([O:15][CH3:16])[CH:10]=3)[C:6]=12. Product: NC1=C2C(=NC(=C1C(=O)OCC)C)SC=C2C2=CC(=CC=C2)OC (Ethyl 4-amino-6-methyl-3-[3-(methyloxy)phenyl]thieno[2,3-b]pyridine-5-carboxylate). Conditions: time 30 minute. The solvent is C1(=CC=CC=C1)C (toluene). Procedure details: A mixture of 2-amino-4-[3-(methyloxy)phenyl]-3-thiophenecarbonitrile (1 g, 4.34 mmol) (Description 13), ethyl acetoacetate (0.550 mL, 4.34 mmol) and SnCl4 (1.019 mL, 8.68 mmol) in toluene (25 mL) was stirred at RT for 30 min followed by reflux for 3 h. After cooling to RT, the mixture was quenched with 2M NaOH (50 mL) and extracted with ethyl acetate (3×40 mL). The combined organics were washed with brine (50 mL), dried and concentrated. Purification by chromatography on silica gel, eluting with... The yield is 61.6%. Reactants: NC=1SC=C(C1C#N)C1=CC(=CC=C1)OC (2-amino-4-[3-(methyloxy)phenyl]-3-thiophenecarbonitrile), C(CC(=O)C)(=O)OCC (ethyl acetoacetate), Cl[Sn](Cl)(Cl)Cl (SnCl4). Reactants: C(C)(C)C1=C(C(=CC=C1)C(C)C)NC(CC(=O)O)=O (N-(2,6-diisopropyl-phenyl)-malonamic acid), C(C1=CC=CC=C1)NC(C)C (N-benzylisopropylamine), CCN=C=NCCCN(C)C (EDAC), CCN=C=NCCCN(C)C (EDAC). Solvent: C(C)(=O)OCC (ethyl acetate), C(C)N(CC)CC (triethylamine), C(C)N(CC)CC (triethylamine), CO (methanol). Run at temperature -5 celsius, time 8 hour. Product: C(C1=CC=CC=C1)N(C(CC(=O)NC1=C(C=CC=C1C(C)C)C(C)C)=O)C(C)C (N-benzyl-N′-(2,6-diisopropyl-phenyl)-N-isopropyl-malonamide). RXN SMILES: [CH:1]([C:4]1[CH:9]=[CH:8][CH:7]=[C:6]([CH:10]([CH3:12])[CH3:11])[C:5]=1[NH:13][C:14](=[O:19])[CH2:15][C:16]([OH:18])=O)([CH3:3])[CH3:2].[CH2:20]([NH:27][CH:28]([CH3:30])[CH3:29])[C:21]1[CH:26]=[CH:25][CH:24]=[CH:23][CH:22]=1.CCN=C=NCCCN(C)C>C(N(CC)CC)C.CO.C(OCC)(=O)C>[CH2:20]([N:27]([CH:28]([CH3:30])[CH3:29])[C:16](=[O:18])[CH2:15][C:14]([NH:13][C:5]1[C:6]([CH:10]([CH3:11])[CH3:12])=[CH:7][CH:8]=[CH:9][C:4]=1[CH:1]([CH3:2])[CH3:3])=[O:19])[C:21]1[CH:26]=[CH:25][CH:24]=[CH:23][CH:22]=1. Procedure details: A 2 liter flask equipped with a stirrer and nitrogen inlet was charged with N-(2,6-diisopropyl-phenyl)-malonamic acid (100 g, 0.380 moles) and N-benzylisopropylamine (82 mL, 74 g, 0.5 moles). The resulting solution was stirred in an ice-acetone bath until cooled to −5° C., then EDAC (80 g, 0.42 moles) was added, followed by triethylamine (75 mL, 54 g, 0.54 moles). The mixture was stirred and allowed to come to room temperature, then left overnight. TLC (ethyl acetate:methanol, 95:5) showed unrea... Starting materials: CN1CCOCC1 (N-methylmorpholine), Cl.NCC(=O)N[C@H](C(C)C)C(=O)OC(C)(C)C (tert-butyl glycyl-D-valinate hydrochloride), CN(C)C(=[N+](C)C)ON1C2=C(C=CC=C2)N=N1.[B-](F)(F)(F)F (TBTU), [BH4-].[Na+] (sodium borohydride), CC1(COC(OC1)(C1=CC=CC=C1)CS[C@@H]1[C@H](N(C1=O)C1=CC=CC=C1)C1=CC=C(OCC(=O)O)C=C1)C ([4-((2R,3R)-3-{[(5,5-Dimethyl-2-phenyl-1,3-dioxan-2-yl)methyl]thio}-4-oxo-1-phenylazetidin-2-yl)phenoxy]acetic acid), CN1CCOCC1 (N-methylmorpholine), ester. The solvent is C(Cl)Cl (DCM), C(Cl)Cl (DCM). Run at time 10 minute. Yields the product OC(CS[C@@H]1[C@H](N(C1=O)C1=CC=CC=C1)C1=CC=C(OCC(=O)NCC(=O)N[C@H](C(C)C)C(=O)O)C=C1)C1=CC=CC=C1 (N-[(4-{(2R,3R)-3-[(2-hydroxy-2-phenylethyl)thio]-4-oxo-1-phenylazetidin-2-yl}phenoxy)acetyl]glycyl-D-valine). RXN SMILES: CC1(C)C[O:6][C:5]([CH2:14][S:15][C@H:16]2[C:19](=[O:20])[N:18]([C:21]3[CH:26]=[CH:25][CH:24]=[CH:23][CH:22]=3)[C@@H:17]2[C:27]2[CH:37]=[CH:36][C:30]([O:31][CH2:32][C:33]([OH:35])=O)=[CH:29][CH:28]=2)([C:8]2[CH:13]=[CH:12][CH:11]=[CH:10][CH:9]=2)OC1.CN1CCOCC1.Cl.[NH2:47][CH2:48][C:49]([NH:51][C@@H:52]([C:56]([O:58]C(C)(C)C)=[O:57])[CH:53]([CH3:55])[CH3:54])=[O:50].CN(C(ON1N=NC2C=CC=CC1=2)=[N+](C)C)C.[B-](F)(F)(F)F.[BH4-].[Na+]>C(Cl)Cl>[OH:6][CH:5]([C:8]1[CH:13]=[CH:12][CH:11]=[CH:10][CH:9]=1)[CH2:14][S:15][C@H:16]1[C:19](=[O:20])[N:18]([C:21]2[CH:26]=[CH:25][CH:24]=[CH:23][CH:22]=2)[C@@H:17]1[C:27]1[CH:37]=[CH:36][C:30]([O:31][CH2:32][C:33]([NH:47][CH2:48][C:49]([NH:51][C@@H:52]([C:56]([OH:58])=[O:57])[CH:53]([CH3:54])[CH3:55])=[O:50])=[O:35])=[CH:29][CH:28]=1 |f:2.3,4.5,6.7|. Reported procedure: [4-((2R,3R)-3-{[(5,5-Dimethyl-2-phenyl-1,3-dioxan-2-yl)methyl]thio}-4-oxo-1-phenylazetidin-2-yl)phenoxy]acetic acid (12.6 mg, 0.024 mmol) and N-methylmorpholine (15 μl, 0.14 mmol) were dissolved in DCM (2 ml). Additional DCM (2 ml), N-methylmorpholine (20 μl, 0.18 mmol) and tert-butyl glycyl-D-valinate hydrochloride, (9.0 mg, 0.034 mmol) were added after 0.5 h and the mixture was stirred for 10 minutes. TBTU (10.5 mg, 0.033 mmol) was added and the mixture was stirred overnight. The formation of ...